From a dataset of the Open Reaction Database (ORD), a public repository of structured organic reaction records. describe an organic reaction: reactants, conditions, products, and yield Reactants: C1(=CC=CC=C1)[C@@H](C)OC(NC=1C(=NOC1C1=CC=C(C=C1)Br)C)=O ([5-(4-bromo-phenyl)-3-methyl-isoxazol-4-yl]-carbamic acid (R)-1-phenyl-ethyl ester), COCCOC (DME), C(C)OC(=O)C1(CCCC1)C1=CC=C(C=C1)B1OC(C(O1)(C)C)(C)C (1-[4-(4,4,5,5-tetramethyl-[1,3,2]dioxaborolan-2-yl)-phenyl]-cyclopentanecarboxylic acid ethyl ester), C([O-])([O-])=O.[K+].[K+] (potassium carbonate). Reagents/catalysts: C=1C=CC(=CC1)[P](C=2C=CC=CC2)(C=3C=CC=CC3)[Pd]([P](C=4C=CC=CC4)(C=5C=CC=CC5)C=6C=CC=CC6)([P](C=7C=CC=CC7)(C=8C=CC=CC8)C=9C=CC=CC9)[P](C=1C=CC=CC1)(C=1C=CC=CC1)C=1C=CC=CC1 (tetrakis(triphenylphosphine)palladium(0)). Run in O (H2O). Conditions: temperature 90 celsius, time 1.5 hour. Product: C(C)OC(=O)C1(CCCC1)C1=CC=C(C=C1)C1=CC=C(C=C1)C1=C(C(=NO1)C)NC(=O)O[C@H](C)C1=CC=CC=C1 (1-{4′-[3-Methyl-4-((R)-1-phenyl-ethoxycarbonylamino)-isoxazol-5-yl]-biphenyl-4-yl}-cyclopentanecarboxylic acid ethyl ester). RXN SMILES: [C:1]1([C@H:7]([O:9][C:10](=[O:25])[NH:11][C:12]2[C:13]([CH3:24])=[N:14][O:15][C:16]=2[C:17]2[CH:22]=[CH:21][C:20](Br)=[CH:19][CH:18]=2)[CH3:8])[CH:6]=[CH:5][CH:4]=[CH:3][CH:2]=1.[CH2:26]([O:28][C:29]([C:31]1([C:36]2[CH:41]=[CH:40][C:39](B3OC(C)(C)C(C)(C)O3)=[CH:38][CH:37]=2)[CH2:35][CH2:34][CH2:33][CH2:32]1)=[O:30])[CH3:27].C(=O)([O-])[O-].[K+].[K+].COCCOC>C1C=CC([P]([Pd]([P](C2C=CC=CC=2)(C2C=CC=CC=2)C2C=CC=CC=2)([P](C2C=CC=CC=2)(C2C=CC=CC=2)C2C=CC=CC=2)[P](C2C=CC=CC=2)(C2C=CC=CC=2)C2C=CC=CC=2)(C2C=CC=CC=2)C2C=CC=CC=2)=CC=1.O>[CH2:26]([O:28][C:29]([C:31]1([C:36]2[CH:41]=[CH:40][C:39]([C:20]3[CH:21]=[CH:22][C:17]([C:16]4[O:15][N:14]=[C:13]([CH3:24])[C:12]=4[NH:11][C:10]([O:9][C@@H:7]([C:1]4[CH:6]=[CH:5][CH:4]=[CH:3][CH:2]=4)[CH3:8])=[O:25])=[CH:18][CH:19]=3)=[CH:38][CH:37]=2)[CH2:32][CH2:33][CH2:34][CH2:35]1)=[O:30])[CH3:27] |f:2.3.4,^1:66,68,87,106|. Reported procedure: [5-(4-bromo-phenyl)-3-methyl-isoxazol-4-yl]-carbamic acid (R)-1-phenyl-ethyl ester (0.077 g, 0.19 mmol), 1-[4-(4,4,5,5-tetramethyl-[1,3,2]dioxaborolan-2-yl)-phenyl]-cyclopentanecarboxylic acid ethyl ester (0.079 g, 0.23 mmol), and potassium carbonate (0.066 g, 0.48 mmol) were combined in 2:1 DME:H2O (3 mL). The solution was purged with N2 for 5 minutes, and then tetrakis(triphenylphosphine)palladium(0) (0.022 g, 0.02 mmol) was added. The mixture was purged with N2 for an additional 5 minutes, an... Starting materials: O1CC(C1)=O (oxetan-3-one), Cl (HCl), OC1(COC1)C1=CC=C(C(=O)O)C=C1.C(C1=CC=CC=C1)(=O)O (4-(3-hydroxyoxetan-3-yl)benzoic acid benzoic acid), BrC1=CC=C(C(=O)O)C=C1 (4-bromobenzoic acid), C(CCC)[Li] (n-butyllithium). Solvent: C1CCOC1 (THF), C(C)(=O)OCC (ethyl acetate), C1CCOC1 (THF). Run at time 30 minute. The product is OC1(COC1)C1=CC=C(C(=O)O)C=C1 (4-(3-Hydroxyoxetan-3-yl)benzoic acid). As a reaction SMILES: BrC1C=CC(C(O)=O)=CC=1.C([Li])CCC.O1CC(=O)C1.Cl.[OH:22][C:23]1([C:27]2[CH:35]=[CH:34][C:30]([C:31]([OH:33])=[O:32])=[CH:29][CH:28]=2)[CH2:26][O:25][CH2:24]1.C(O)(=O)C1C=CC=CC=1>C1COCC1.C(OCC)(=O)C>[OH:22][C:23]1([C:27]2[CH:28]=[CH:29][C:30]([C:31]([OH:33])=[O:32])=[CH:34][CH:35]=2)[CH2:26][O:25][CH2:24]1 |f:4.5|. Reported procedure: To 4-bromobenzoic acid (434 mg, 2.16 mmol) in THF (9 mL) at −78° C. was added dropwise n-butyllithium (2.84 mL of 1.6 M in hexanes, 4.54 mmol). The reaction mixture was stirred for 30 minutes, then oxetan-3-one (218 mg, 3.03 mmol) in THF (1 mL) was added dropwise. The reaction mixture was stirred for 30 minutes at −78° C. and allowed to warm to room temperature over 30 minutes. The reaction mixture was diluted with ethyl acetate (15 mL) and acidified to pH 2 with 2 N HCl. The layers were separat... The reactants are Cl.COC(=O)C1(CNC1)C (3-Methyl-azetidine-3-carboxylic acid methyl ester hydrochloride), CCN(C(C)C)C(C)C (DIPEA), CC(=O)O (HOAc), ClC1=C(C=C(C=C1)[C@@H](CC)NC=1C=C(C=O)C=CC1)C (3-[(R)-1-(4-Chloro-3-methyl-phenyl)-propylamino]-benzaldehyde), Cl.COC(=O)C1(CNC1)C (3-Methyl-azetidine-3-carboxylic acid methyl ester hydrochloride), CC(=O)O (HOAc), [BH3-]C#N.[Na+] (NaCNBH3), CCN(C(C)C)C(C)C (DIPEA). The solvent is CO (MeOH), CO (MeOH). Conditions: time 4 hour. Yields the product COC(=O)C1(CN(C1)CC1=CC(=CC=C1)N[C@H](CC)C1=CC(=C(C=C1)Cl)C)C (1-{3-[(R)-1-(4-Chloro-3-methyl-phenyl)-propylamino]-benzyl}-3-methyl-azetidine-3-carboxylic acid methyl ester). Reaction SMILES: [Cl:1][C:2]1[CH:7]=[CH:6][C:5]([C@H:8]([NH:11][C:12]2[CH:13]=[C:14]([CH:17]=[CH:18][CH:19]=2)[CH:15]=O)[CH2:9][CH3:10])=[CH:4][C:3]=1[CH3:20].Cl.[CH3:22][O:23][C:24]([C:26]1([CH3:30])[CH2:29][NH:28][CH2:27]1)=[O:25].CCN(C(C)C)C(C)C.CC(O)=O.[BH3-]C#N.[Na+]>CO>[CH3:22][O:23][C:24]([C:26]1([CH3:30])[CH2:29][N:28]([CH2:15][C:14]2[CH:17]=[CH:18][CH:19]=[C:12]([NH:11][C@@H:8]([C:5]3[CH:6]=[CH:7][C:2]([Cl:1])=[C:3]([CH3:20])[CH:4]=3)[CH2:9][CH3:10])[CH:13]=2)[CH2:27]1)=[O:25] |f:1.2,5.6|. Reported procedure: To a mixture of INT 7 (250 mg, 0.87 mmol) and INT 14 (158 mg, 0.88 mmol) in MeOH (8.6 mL) was added DIPEA (0.18 mL, 1.04 mmol). Then HOAc (0.099 mL, 1.74 mmol) was added followed by NaCNBH3 (55 mg, 0.87 mmol). The reaction mixture was stirred at room temperature for 4 hours. A solution of INT 14 (50 mg, 0.091 mmol), DIPEA (0.060 mL, 0.021 mmol) and HOAc (0.040 mL, 0.70 mmol) in MeOH (1.0 mL) was added. The mixture was stirred at room temperature for another hour. The mixture was concentrated. Th... Starting materials: C1(=CC=CC=C1)NN=C(N1CCN(CC1)C)C1=C(C=C(C=C1)F)F (1-[(phenylhydrazono)(2,4-difluorophenyl)methyl]-4-methylpiperazine), CC(C)([O-])C.[K+] (potassium t-butoxide). The solvent is O1CCCC1 (tetrahydrofuran), O1CCCC1 (tetrahydrofuran). Reaction conditions: time 2 hour. The product is FC1=CC=C2C(=NN(C2=C1)C1=CC=CC=C1)N1CCN(CC1)C (6-fluoro-1-phenyl-3-(4-methyl-1-piperazinyl)-1H-indazole). Reaction SMILES: [C:1]1([NH:7][N:8]=[C:9]([C:17]2[CH:22]=[CH:21][C:20]([F:23])=[CH:19][C:18]=2F)[N:10]2[CH2:15][CH2:14][N:13]([CH3:16])[CH2:12][CH2:11]2)[CH:6]=[CH:5][CH:4]=[CH:3][CH:2]=1.CC(C)([O-])C.[K+]>O1CCCC1>[F:23][C:20]1[CH:21]=[C:22]2[C:17]([C:9]([N:10]3[CH2:15][CH2:14][N:13]([CH3:16])[CH2:12][CH2:11]3)=[N:8][N:7]2[C:1]2[CH:6]=[CH:5][CH:4]=[CH:3][CH:2]=2)=[CH:18][CH:19]=1 |f:1.2|. Reported procedure: To a stirred solution, under nitrogen, 17.0 g of 1-[(phenylhydrazono)(2,4-difluorophenyl)methyl]-4-methylpiperazine in 200 ml of tetrahydrofuran was added dropwise a solution of 7.1 g of potassium t-butoxide in 75 ml of tetrahydrofuran. The reaction mixture was stirred at ambient temperature for 2 hours, then concentrated, diluted with water and extracted with ethyl acetate. The extract was washed with water, dried over anhydrous magnesium sulfate and concentrated to yield 6-fluoro-1-phenyl-3-(4... Reactants: CCOC(=O)C (EtOAc), C(C)(C)I (i-PrI), CC(C)(C)[O-].[K+] (t-BuOK), NC=1C(=NC(=C(N1)C1=CC=CC=C1)C1=CNC(C=C1)=O)C(=O)O (3-Amino-6-(6-oxo-1,6-dihydro-3-pyridyl)-5-phenyl-2-pyrazinecarboxylic acid). Run in CN(C)C=O (DMF), O (water). Run at temperature 25 celsius, time 2 hour. Yields the product NC=1C(=NC(=C(N1)C1=CC=CC=C1)C1=CNC(C=C1)=O)C(=O)OC(C)C (isopropyl 3-amino-6-(6-oxo-1,6-dihydro-3-pyridyl)-5-phenyl-2-pyrazinecarboxylate). The yield is 19.9%. Reaction SMILES: [NH2:1][C:2]1[C:3]([C:21]([OH:23])=[O:22])=[N:4][C:5]([C:14]2[CH:19]=[CH:18][C:17](=[O:20])[NH:16][CH:15]=2)=[C:6]([C:8]2[CH:13]=[CH:12][CH:11]=[CH:10][CH:9]=2)[N:7]=1.[CH:24](I)([CH3:26])[CH3:25].CC([O-])(C)C.[K+].CCOC(C)=O>CN(C=O)C.O>[NH2:1][C:2]1[C:3]([C:21]([O:23][CH:24]([CH3:26])[CH3:25])=[O:22])=[N:4][C:5]([C:14]2[CH:19]=[CH:18][C:17](=[O:20])[NH:16][CH:15]=2)=[C:6]([C:8]2[CH:9]=[CH:10][CH:11]=[CH:12][CH:13]=2)[N:7]=1 |f:2.3|. Procedure: 3-Amino-6-(6-oxo-1,6-dihydro-3-pyridyl)-5-phenyl-2-pyrazinecarboxylic acid (283 mg) was dissolved in DMF (10 ml). To the solution were added i-PrI (172 mg) and t-BuOK (114 mg). The mixture was stirred at 20-30° C. for 2 hours. The reaction mixture was portioned EtOAc and water. The organic layer was separated. The aqueous layer was extracted with EtOAc. The combined organic solution was washed with brine and dried over MgSO4. Evaporation of solvent gave oily residue. The above residue was purifi... Reactants: CN, O=Cc1ccc(C2=NC=C3C(F)=CC(=O)NC4=C3N2CC4)cc1. The product is CNCc1ccc(C2=NC=C3C(F)=CC(=O)NC4=C3N2CC4)cc1. RXN SMILES: [CH3:24][NH2:25].[F:1][C:2]1=[CH:11][C:10](=[O:12])[NH:9][C:8]2=[C:4]3[C:3]1=[CH:15][N:14]=[C:13]([c:16]1[cH:17][cH:18][c:19]([CH:20]=[O:21])[cH:22][cH:23]1)[N:5]3[CH2:6][CH2:7]2>>[F:1][C:2]1=[CH:11][C:10](=[O:12])[NH:9][C:8]2=[C:4]3[C:3]1=[CH:15][N:14]=[C:13]([c:16]1[cH:17][cH:18][c:19]([CH2:20][NH:25][CH3:24])[cH:22][cH:23]1)[N:5]3[CH2:6][CH2:7]2. Reactants: [H-].[K+] (potassium hydride), O (Water), CS(=O)(=N)C1=CC=C(CN2C(C3=CC=CC=C3C2=O)=O)C=C1 (2-(4-(S-Methylsulfonimidoyl)benzyl)isoindoline-1,3-dione), BrCC#N (bromoacetonitrile). Reagents/catalysts: [Br-].C(C)[N+](CC)(CC)CC (tetraethylammonium bromide). Solvent: COCCOC (1,2-dimethoxyethane), COCCOC (1,2-dimethoxyethane). Reaction conditions: time 15 minute. Product: C(#N)CN=S(=O)(C)C1=CC=C(CN2C(C3=CC=CC=C3C2=O)=O)C=C1 (2-(4-(N-Cyanomethyl-S-methylsulfonimidoyl)benzyl)isoindoline-1,3-dione). Reaction SMILES: [CH3:1][S:2]([C:5]1[CH:22]=[CH:21][C:8]([CH2:9][N:10]2[C:18](=[O:19])[C:17]3[C:12](=[CH:13][CH:14]=[CH:15][CH:16]=3)[C:11]2=[O:20])=[CH:7][CH:6]=1)(=[NH:4])=[O:3].[H-].[K+].Br[CH2:26][C:27]#[N:28].O>COCCOC.[Br-].C([N+](CC)(CC)CC)C>[C:27]([CH2:26][N:4]=[S:2]([C:5]1[CH:6]=[CH:7][C:8]([CH2:9][N:10]2[C:18](=[O:19])[C:17]3[C:12](=[CH:13][CH:14]=[CH:15][CH:16]=3)[C:11]2=[O:20])=[CH:21][CH:22]=1)([CH3:1])=[O:3])#[N:28] |f:1.2,6.7|. Procedure details: A mixture of 2-(4-(S-methylsulfonimidoyl)benzyl)isoindoline-1,3-dione (preparation 17b, 500 mg, 1.59 mmol) and 1,2-dimethoxyethane (2 mL) is added to a mixture of potassium hydride (30%, 260 mg, 1.95 mmol) in 1,2-dimethoxyethane (3 mL). The mixture is stirred for 15 min at room temperature and treated with tetraethylammonium bromide (10 mg, 0.05 mmol) and bromoacetonitrile (220 μL, 3.16 mmol). The mixture is heated at 110° C. over night and cooled to room temperature. Water is added, and the mix... Starting materials: BrC1=CC=C(C=C1)[C@H](C)N ((S)-1-(4-Bromo-phenyl)-ethylamine), C(C)(=O)O[BH-](OC(C)=O)OC(C)=O.[Na+] (sodium triacetoxyborohydride), COC(CC1(CCC2(OCC(CO2)(C)C)CC1)CC=O)=O ([3,3-dimethyl-9-(2-oxo-ethyl)-1,5-dioxa-spiro[5.5]undec-9-yl]acetic acid methyl ester), [OH-].[Na+] (NaOH). Run in O1CCCC1 (tetrahydrofuran), C(C)(=O)O (acetic acid), C(C)O (ethanol), O (water), O (Water). Reaction conditions: time 8 hour. Yields the product BrC1=CC=C(C=C1)[C@H](C)N1C(CC2(CCC3(OCC(CO3)(C)C)CC2)CC1)=O (12-[(S)-1-(4-bromo-phenyl)-ethyl]-3,3-dimethyl-1,5-dioxa-12-aza-dispiro[5.2.5.2]hexadecan-11-one). As a reaction SMILES: [Br:1][C:2]1[CH:7]=[CH:6][C:5]([C@@H:8]([NH2:10])[CH3:9])=[CH:4][CH:3]=1.C(O[BH-](OC(=O)C)OC(=O)C)(=O)C.[Na+].C[O:26][C:27](=O)[CH2:28][C:29]1([CH2:42][CH:43]=O)[CH2:41][CH2:40][C:32]2([O:37][CH2:36][C:35]([CH3:39])([CH3:38])[CH2:34][O:33]2)[CH2:31][CH2:30]1.[OH-].[Na+]>O1CCCC1.C(O)C.O.C(O)(=O)C>[Br:1][C:2]1[CH:7]=[CH:6][C:5]([C@@H:8]([N:10]2[CH2:43][CH2:42][C:29]3([CH2:41][CH2:40][C:32]4([O:33][CH2:34][C:35]([CH3:39])([CH3:38])[CH2:36][O:37]4)[CH2:31][CH2:30]3)[CH2:28][C:27]2=[O:26])[CH3:9])=[CH:4][CH:3]=1 |f:1.2,4.5|. Procedure: (S)-1-(4-Bromo-phenyl)-ethylamine (0.17 mL), sodium triacetoxyborohydride (0.25 g), and acetic acid (0.07 mL) are added in the given order to a solution of [3,3-dimethyl-9-(2-oxo-ethyl)-1,5-dioxa-spiro[5.5]undec-9-yl]acetic acid methyl ester (0.35 g) in tetrahydrofuran (5 mL) at room temperature. The resulting mixture is stirred at room temperature overnight. Water (5 mL) and 1 M aqueous NaOH solution (5 mL) are then added and the mixture is stirred for another 20 min. The mixture is extracted w... Starting materials: Cl.FC1=C(C=CC=C1F)[C@H](C)N ((S)-1-(2,3-difluorophenyl)ethanamine hydrochloride), C(C)(C)(C)OC(=O)C1=C(C=CC=C1)C1=CC=C(C=C1)CN1C(=C(C2=CC(=CC=C12)C(=O)O)C)C (1-((2′-(tert-butoxycarbonyl)-[1,1′-biphenyl]-4-yl)methyl)-2,3-dimethyl-1H-indole-5-carboxylic acid). Product: FC1=C(C=CC=C1F)[C@H](C)NC(=O)C=1C=C2C(=C(N(C2=CC1)CC1=CC=C(C=C1)C=1C(=CC=CC1)C(=O)O)C)C ((S)-4′-((5-((1-(2,3-difluorophenyl)ethyl)carbamoyl)-2,3-dimethyl-1H-indol-1-yl)methyl)-[1,1′-biphenyl]-2-carboxylic acid). Reaction SMILES: Cl.[F:2][C:3]1[C:8]([F:9])=[CH:7][CH:6]=[CH:5][C:4]=1[C@@H:10]([NH2:12])[CH3:11].C([O:17][C:18]([C:20]1[CH:25]=[CH:24][CH:23]=[CH:22][C:21]=1[C:26]1[CH:31]=[CH:30][C:29]([CH2:32][N:33]2[C:41]3[C:36](=[CH:37][C:38]([C:42](O)=[O:43])=[CH:39][CH:40]=3)[C:35]([CH3:45])=[C:34]2[CH3:46])=[CH:28][CH:27]=1)=[O:19])(C)(C)C>>[F:2][C:3]1[C:8]([F:9])=[CH:7][CH:6]=[CH:5][C:4]=1[C@@H:10]([NH:12][C:42]([C:38]1[CH:37]=[C:36]2[C:41](=[CH:40][CH:39]=1)[N:33]([CH2:32][C:29]1[CH:28]=[CH:27][C:26]([C:21]3[C:20]([C:18]([OH:19])=[O:17])=[CH:25][CH:24]=[CH:23][CH:22]=3)=[CH:31][CH:30]=1)[C:34]([CH3:46])=[C:35]2[CH3:45])=[O:43])[CH3:11] |f:0.1|. Reported procedure: The title compound was prepared following the same general protocol as described in Step 8-9, Example 1, using the (S)-1-(2,3-difluorophenyl)ethanamine hydrochloride and the 1-((2′-(tert-butoxycarbonyl)-[1,1′-biphenyl]-4-yl)methyl)-2,3-dimethyl-1H-indole-5-carboxylic acid. ESI-MS (m/z): 539 [M+H]+. Reactants: CCO, CSc1nc(N)nc(-c2ccc3c(c2)OCO3)c1C#N, NCc1ccccc1. Product: N#Cc1c(NCc2ccccc2)nc(N)nc1-c1ccc2c(c1)OCO2. As a reaction SMILES: [CH3:29][CH2:30][OH:31].[NH2:1][c:2]1[n:3][c:4]([S:19][CH3:20])[c:5]([C:17]#[N:18])[c:6](-[c:8]2[cH:9][c:10]3[c:11]([cH:15][cH:16]2)[O:12][CH2:13][O:14]3)[n:7]1.[NH2:21][CH2:22][c:23]1[cH:24][cH:25][cH:26][cH:27][cH:28]1>>[NH2:1][c:2]1[n:3][c:4]([NH:21][CH2:22][c:23]2[cH:24][cH:25][cH:26][cH:27][cH:28]2)[c:5]([C:17]#[N:18])[c:6](-[c:8]2[cH:9][c:10]3[c:11]([cH:15][cH:16]2)[O:12][CH2:13][O:14]3)[n:7]1.